This data is from the Open Reaction Database (ORD), a public repository of structured organic reaction records. The task is: describe an organic reaction: reactants, conditions, products, and yield Reaction SMILES: [CH3:1][O:2][c:3]1[cH:4][cH:5][c:6]([O:7][c:8]2[c:9]3[c:13]([c:14]([N+:18](=[O:19])[O-:20])[cH:15][c:16]2[CH3:17])[CH2:12][CH2:11][CH2:10]3)[cH:21][cH:22]1.[Cl-:36].[Cl-:37].[Cl-:38].[Cl-:39].[Cl:33][CH2:34][Cl:35].[F:23][c:24]1[cH:25][cH:26][c:27]([C:28](=[O:29])[Cl:30])[cH:31][cH:32]1.[Ti+4:40]>>[CH3:1][O:2][c:3]1[cH:4][cH:5][c:6]([O:7][c:8]2[c:9]3[c:13]([c:14]([N+:18](=[O:19])[O-:20])[cH:15][c:16]2[CH3:17])[CH2:12][CH2:11][CH2:10]3)[cH:21][c:22]1[C:28]([c:27]1[cH:26][cH:25][c:24]([F:23])[cH:32][cH:31]1)=[O:29]. The product is COc1ccc(Oc2c(C)cc([N+](=O)[O-])c3c2CCC3)cc1C(=O)c1ccc(F)cc1. The reactants are COc1ccc(Oc2c(C)cc([N+](=O)[O-])c3c2CCC3)cc1, [Cl-], [Cl-], [Cl-], [Cl-], ClCCl, O=C(Cl)c1ccc(F)cc1, [Ti+4]. Reactants: O=C(O)C=Cc1ccc(NC2CCN(Cc3ccccc3)CC2)nc1, CCN=C=NCCCN(C)C, NOC1CCCCO1, CN(C)C=O, On1nnc2ccccc21. Yields the product O=C(C=Cc1ccc(NC2CCN(Cc3ccccc3)CC2)nc1)NOC1CCCCO1. RXN SMILES: [CH2:1]([c:2]1[cH:3][cH:4][cH:5][cH:6][cH:7]1)[N:8]1[CH2:9][CH2:10][CH:11]([NH:14][c:15]2[cH:16][cH:17][c:18]([CH:21]=[CH:22][C:23](=[O:24])[OH:25])[cH:19][n:20]2)[CH2:12][CH2:13]1.[CH3:44][CH2:45][N:46]=[C:47]=[N:48][CH2:49][CH2:50][CH2:51][N:52]([CH3:53])[CH3:54].[O:26]1[CH:27]([O:32][NH2:33])[CH2:28][CH2:29][CH2:30][CH2:31]1.[O:55]=[CH:56][N:57]([CH3:58])[CH3:59].[OH:34][n:35]1[c:36]2[c:37]([cH:38][cH:39][cH:40][cH:41]2)[n:42][n:43]1>>[CH2:1]([c:2]1[cH:3][cH:4][cH:5][cH:6][cH:7]1)[N:8]1[CH2:9][CH2:10][CH:11]([NH:14][c:15]2[cH:16][cH:17][c:18]([CH:21]=[CH:22][C:23](=[O:25])[NH:33][O:32][CH:27]3[O:26][CH2:31][CH2:30][CH2:29][CH2:28]3)[cH:19][n:20]2)[CH2:12][CH2:13]1. Reported procedure: 2-(3,4-Dichloro-phenyl)-3-(6,10-dioxa-spiro[4.5]dec-2-yl)-propionic acid methyl ester (1.00 g, 2.68 mmol) was treated with a solution of magnesium methoxide in methanol (7.4 wt. % , 19 mL, 13.39 mmol), The reaction mixture was then treated with 2-aminothiazole (348.7 mg, 3.48 mmol). The resulting reaction mixture was then heated under reflux for 28 h. The reaction mixture was allowed to cool to 25° C. and then filtered through celite. The celite was thoroughly washed with ethyl acetate, and the ... Yield: 65.0%. Conditions: temperature 25 celsius. Starting materials: COC(C(CC1CC2(CC1)OCCCO2)C2=CC(=C(C=C2)Cl)Cl)=O (2-(3,4-Dichloro-phenyl)-3-(6,10-dioxa-spiro[4.5]dec-2-yl)-propionic acid methyl ester), C[O-].[Mg+2].C[O-] (magnesium methoxide), CO (methanol), NC=1SC=CN1 (2-aminothiazole). Yields the product ethyl acetate hexanes, ClC=1C=C(C=CC1Cl)C(C(=O)NC=1SC=CN1)CC1CC2(CC1)OCCCO2 (2-(3,4-dichloro-phenyl)-3-(6,10-dioxa-spiro[4.5]dec-2-yl)-N-thiazol-2-yl-propionamide). As a reaction SMILES: C[O:2][C:3](=O)[CH:4]([C:16]1[CH:21]=[CH:20][C:19]([Cl:22])=[C:18]([Cl:23])[CH:17]=1)[CH2:5][CH:6]1[CH2:10][CH2:9][C:8]2([O:15][CH2:14][CH2:13][CH2:12][O:11]2)[CH2:7]1.C[O-].[Mg+2].C[O-].CO.[NH2:32][C:33]1[S:34][CH:35]=[CH:36][N:37]=1>>[Cl:23][C:18]1[CH:17]=[C:16]([CH:4]([CH2:5][CH:6]2[CH2:10][CH2:9][C:8]3([O:11][CH2:12][CH2:13][CH2:14][O:15]3)[CH2:7]2)[C:3]([NH:32][C:33]2[S:34][CH:35]=[CH:36][N:37]=2)=[O:2])[CH:21]=[CH:20][C:19]=1[Cl:22] |f:1.2.3|.